This data is from the Open Reaction Database (ORD), a public repository of structured organic reaction records. The task is: describe an organic reaction: reactants, conditions, products, and yield Reactants: IC=CCC(CCCC)O[Si](C)(C)C (1-iodo-4-trimethylsilyloxy-1-octene). The solvent is C(C)(=O)O (acetic acid), O1CCCC1 (tetrahydrofuran), O (water). Product: OC(C/C=C/I)CCCC (4-hydroxy-1-iodo-trans-1-octene). RXN SMILES: [I:1][CH:2]=[CH:3][CH2:4][CH:5]([O:10][Si](C)(C)C)[CH2:6][CH2:7][CH2:8][CH3:9]>C(O)(=O)C.O1CCCC1.O>[OH:10][CH:5]([CH2:6][CH2:7][CH2:8][CH3:9])[CH2:4]/[CH:3]=[CH:2]/[I:1]. Reported procedure: A 23 g portion of 1-iodo-4-trimethylsilyloxy-1-octene is dissolved in a mixture of 200 ml of glacial acetic acid, 100 ml of tetrahydrofuran, and 50 ml of water. Concentration provides the named product.